Dataset: the Open Reaction Database (ORD), a public repository of structured organic reaction records. Task: describe an organic reaction: reactants, conditions, products, and yield Starting materials: C(C)C(C(=O)Cl)CC(=O)Cl (ethyl succinic chloride), O (Water), C1CCC2=NCCCN2CC1 (DBU), BrC=1C=C(C=CC1)C(=O)C1=C(C=C(C(=C1)C)Cl)O ((3-bromophenyl) (4-chloro-2-hydroxy-5-methylphenyl)methanone). Solvent: C(C)#N (acetonitrile), C(C)#N (acetonitrile). Conditions: temperature 30 celsius, time 1 hour. Product: C(C)OC(CC=1C(OC2=CC(=C(C=C2C1C1=CC(=CC=C1)Br)C)Cl)=O)=O (Ethyl[4-(3-bromophenyl)-7-chloro-6-methyl-2-oxo-2H-chromen-3-yl]acetate). Isolated yield 76.7%. As a reaction SMILES: [CH2:1]1[CH2:11]CN2C(=NCCC2)CC1.[Br:12][C:13]1[CH:14]=[C:15]([C:19]([C:21]2[CH:26]=[C:25]([CH3:27])[C:24]([Cl:28])=[CH:23][C:22]=2[OH:29])=O)[CH:16]=[CH:17][CH:18]=1.C([CH:32]([CH2:36][C:37](Cl)=[O:38])[C:33](Cl)=[O:34])C.[OH2:40]>C(#N)C>[CH2:11]([O:40][C:37](=[O:38])[CH2:36][C:32]1[C:33](=[O:34])[O:29][C:22]2[C:21]([C:19]=1[C:15]1[CH:16]=[CH:17][CH:18]=[C:13]([Br:12])[CH:14]=1)=[CH:26][C:25]([CH3:27])=[C:24]([Cl:28])[CH:23]=2)[CH3:1]. Procedure details: DBU (211 ml) was added to a solution of (3-bromophenyl) (4-chloro-2-hydroxy-5-methylphenyl)methanone (170 g) in acetonitrile (510 ml) at 25 to 30° C. Then, a solution of ethyl succinic chloride (146 g) in acetonitrile (340 ml) was added dropwise over 30 minutes at 25 to 40° C. After the drop was completed, the mixture was stirred at 30° C. for 1 hour. Water (94 ml) was added dropwise keeping the reaction solution at 25 to 30° C. After the mixture was stirred at the same temperature for 1 hour, t... The reactants are ClC=1C=C(N)C=CC1Cl (3,4-dichloroaniline), C(C(=O)C)(=O)OCCC (n-propyl pyruvate). Yields the product C(CC)OC([C@@H](NC1=CC(=C(C=C1)Cl)Cl)C)=O (N-(3,4-dichlorophenyl)alanine n-propyl ester). Reaction SMILES: [Cl:1][C:2]1[CH:3]=[C:4]([CH:6]=[CH:7][C:8]=1[Cl:9])[NH2:5].[C:10]([O:15][CH2:16][CH2:17][CH3:18])(=[O:14])[C:11]([CH3:13])=O>>[CH2:16]([O:15][C:10](=[O:14])[C@H:11]([CH3:13])[NH:5][C:4]1[CH:6]=[CH:7][C:8]([Cl:9])=[C:2]([Cl:1])[CH:3]=1)[CH2:17][CH3:18]. Procedure: Following General Procedure AA above and using 3,4-dichloroaniline (Aldrich) and n-propyl pyruvate (prepared by following General Procedure AO above using n-propanol in place of iso-butanol), the title compound was prepared as an oil. The reaction was monitored by tlc on silica gel (Rf=0.5 in 25% EtOAc/hexanes) and purification was by preparative plate chromatography (silica gel using 25% EtOAc/hexanes as the eluant). Reactants: ClC1=NC(=C(C=O)C=C1)F (6-Chloro-2-fluoronicotinaldehyde), C(C)(=O)O[BH-](OC(C)=O)OC(C)=O.[Na+] (sodium triacetoxyborohydride), C([O-])(O)=O.[Na+] (sodium bicarbonate), ClC(C)Cl (Dichloroethane), N1CCS(CC1)(=O)=O (thiomorpholine 1,1-dioxide). Reaction conditions: time 72 hour. Product: ClC1=CC=C(C(=N1)F)CN1CCS(CC1)(=O)=O (4-[(6-Chloro-2-fluoropyridin-3-yl)methyl]thiomorpholine 1,1-dioxide). RXN SMILES: [Cl:1][C:2]1[CH:9]=[CH:8][C:5]([CH:6]=O)=[C:4]([F:10])[N:3]=1.ClC(Cl)C.[NH:15]1[CH2:20][CH2:19][S:18](=[O:22])(=[O:21])[CH2:17][CH2:16]1.C(O[BH-](OC(=O)C)OC(=O)C)(=O)C.[Na+].C(=O)(O)[O-].[Na+]>>[Cl:1][C:2]1[N:3]=[C:4]([F:10])[C:5]([CH2:6][N:15]2[CH2:20][CH2:19][S:18](=[O:22])(=[O:21])[CH2:17][CH2:16]2)=[CH:8][CH:9]=1 |f:3.4,5.6|. Procedure: 6-Chloro-2-fluoronicotinaldehyde (116 mg, 0.73 mmol) was added to a 200 mL round bottom under argon. Dichloroethane (2.9 ml) was added followed by thiomorpholine 1,1-dioxide (98 mg, 0.73 mmol). The mixture was stirred for 45 min at room temperature, at which time sodium triacetoxyborohydride (216 mg, 1.02 mmol) was added. The resulting slurry was stirred for 72 hours at room temperature. Saturated aqueous sodium bicarbonate was added and the resulting mixture was extracted twice with ethyl aceta... The reactants are NC=1C=C(C=CC1)C(F)(F)F (3-aminobenzotrifluoride), N#CBr (cyanogen bromide). Run in C(C)OCC (diethyl ether). The product is N(C#N)C=1C=C(C=CC1)C(F)(F)F (3-Cyanamidobenzotrifluoride). RXN SMILES: [NH2:1][C:2]1[CH:3]=[C:4]([C:8]([F:11])([F:10])[F:9])[CH:5]=[CH:6][CH:7]=1.[N:12]#[C:13]Br>C(OCC)C>[NH:1]([C:2]1[CH:3]=[C:4]([C:8]([F:9])([F:10])[F:11])[CH:5]=[CH:6][CH:7]=1)[C:13]#[N:12]. Reported procedure: A mixture of 3-aminobenzotrifluoride (15.0 g, 93.1 mmol), cyanogen bromide (12.2 g, 129 mmol) and diethyl ether was stirred at reflux for 40 h. The crude mixture was purified by chromatography using silica gel and a mixture of petroleum ether and dichloromethane as eluent (1:1). The product was isolated as the free base. Yield 5.2 g, 25%. Starting materials: BrB(Br)Br, COc1c(C)c(=O)c2ccccc2[nH]c1=O, ClCCl, O. Product: Cc1c(O)c(=O)[nH]c2ccccc2c1=O. As a reaction SMILES: [B:17]([Br:18])([Br:19])[Br:20].[CH3:1][O:2][c:3]1[c:4]([CH3:16])[c:5](=[O:15])[c:6]2[c:7]([nH:8][c:9]1=[O:10])[cH:11][cH:12][cH:13][cH:14]2.[Cl:21][CH2:22][Cl:23].[OH2:24]>>[OH:2][c:3]1[c:4]([CH3:16])[c:5](=[O:15])[c:6]2[c:7]([nH:8][c:9]1=[O:10])[cH:11][cH:12][cH:13][cH:14]2. Reaction SMILES: [C:1]([CH3:2])([CH3:3])([CH3:4])[c:5]1[cH:6][c:7]2[c:8]([n:9][cH:10][c:11]([N+:13]([O-:14])=[O:15])[cH:12]2)[nH:16]1.[CH3:17][OH:18]>>[C:1]([CH3:2])([CH3:3])([CH3:4])[c:5]1[cH:6][c:7]2[c:8]([n:9][cH:10][c:11]([NH2:13])[cH:12]2)[nH:16]1. Starting materials: CC(C)(C)c1cc2cc([N+](=O)[O-])cnc2[nH]1, CO. Product: CC(C)(C)c1cc2cc(N)cnc2[nH]1. Starting materials: ClCCl, O=S(=O)([O-])C(F)(F)F, FC(F)(F)C[I+]c1ccccc1, Nc1ccccc1. The product is FC(F)(F)CNc1ccccc1. Reaction SMILES: [CH2:28]([Cl:29])[Cl:30].[F:1][C:2]([F:3])([F:4])[S:5]([O-:6])(=[O:7])=[O:8].[F:9][C:10]([CH2:11][I+:12][c:13]1[cH:14][cH:15][cH:16][cH:17][cH:18]1)([F:19])[F:20].[NH2:21][c:22]1[cH:23][cH:24][cH:25][cH:26][cH:27]1>>[F:9][C:10]([CH2:11][NH:21][c:22]1[cH:23][cH:24][cH:25][cH:26][cH:27]1)([F:19])[F:20].